This data is from the Open Reaction Database (ORD), a public repository of structured organic reaction records. The task is: describe an organic reaction: reactants, conditions, products, and yield The reactants are C1(=CC=CC=C1)C1OC[C@@H]2[C@@H](O1)C[C@@H](CO2)O ((4aR,7S,8aS)-2-phenylhexahydropyrano[3,2-d][1,3]dioxin-7-ol), CS(=O)(=O)Cl (methanesulfonyl chloride). The reagents and catalysts are CN(C)C=1C=CN=CC1 (DMAP). The solvent is N1=CC=CC=C1 (pyridine), C1(=CC=CC=C1)C (toluene). Reaction conditions: temperature 0 celsius, time 1.5 hour. The product is CS(=O)(=O)O[C@H]1C[C@@H]2OC(OC[C@H]2OC1)C1=CC=CC=C1 ((4aR,7S,8aS)-2-phenylhexahydropyrano[3,2-d][1,3]dioxin-7-yl methanesulfonate). As a reaction SMILES: [C:1]1([CH:7]2[O:12][C@H:11]3[CH2:13][C@H:14]([OH:17])[CH2:15][O:16][C@@H:10]3[CH2:9][O:8]2)[CH:6]=[CH:5][CH:4]=[CH:3][CH:2]=1.[CH3:18][S:19](Cl)(=[O:21])=[O:20]>CN(C1C=CN=CC=1)C.N1C=CC=CC=1.C1(C)C=CC=CC=1>[CH3:18][S:19]([O:17][C@@H:14]1[CH2:15][O:16][C@H:10]2[C@@H:11]([O:12][CH:7]([C:1]3[CH:2]=[CH:3][CH:4]=[CH:5][CH:6]=3)[O:8][CH2:9]2)[CH2:13]1)(=[O:21])=[O:20]. Procedure: To a stirred solution of (4aR,7S,8aS)-2-phenylhexahydropyrano[3,2-d][1,3]dioxin-7-ol (850 mg, 3.60 mmol) and DMAP (22 mg, 0.180 mmol) under nitrogen in anhydrous pyridine (10.0 mL) at 0° C. was added methanesulfonyl chloride (0.51 mL, 742 mg, 6.48 mmol) dropwise over 2 minutes. After stirring at 0° C. for 1.5 hours, the mixture was diluted with toluene (10 mL) and concentrated under reduced pressure. The resultant white solid was dissolved in DCM and filtered to remove solids. The filtrate was t... Reactants: [H-].C(C(C)C)[Al+]CC(C)C (diisobutyl aluminum hydride), CC1([C@H]2COC([C@@H]12)=O)C ((1R,5S) 6,6-dimethyl-3-oxa-bicyclo (3,1,0) hexane-2-one), C(=O)([O-])C(O)C(O)C(=O)[O-].[K+].[Na+] (sodium potassium tartrate). Run in C1(=CC=CC=C1)C (toluene), C1(=CC=CC=C1)C (toluene). Conditions: temperature -65 celsius, time 16 minute. The product is CC1([C@H]2CO[C@@H]([C@@H]12)O)C ((1R,2S,5S) 6,6-dimethyl-3-oxa-bicyclo(3,1,0)hexane-2-ol). The yield is 93.0%. As a reaction SMILES: [H-].C([Al+]CC(C)C)C(C)C.[CH3:11][C:12]1([CH3:19])[C@H:17]2[C@@H:13]1[CH2:14][O:15][C:16]2=[O:18].C(C(C(C([O-])=O)O)O)([O-])=O.[K+].[Na+]>C1(C)C=CC=CC=1>[CH3:11][C:12]1([CH3:19])[C@H:17]2[C@@H:13]1[CH2:14][O:15][C@@H:16]2[OH:18] |f:0.1,3.4.5|. Procedure: 404 ml of a toluene solution of 1.2 moles of diisobutyl aluminum hydride were slowly added at -70° C. to a solution of 60 g of the product of Step A in 720 ml of toluene and the mixture was stirred at -65° C. for 16 minutes and slowly poured into an aqueous solution of sodium potassium tartrate. The mixture was stirred and allowed to stand and the decanted aqueous phase was extracted with ether. The combined organic phases were evaporated to dryness and the residue was taken up in methylene chlo... Reported procedure: To a stirred mixture of 5.3 parts of 4-[1-(4-fluorophenylmethyl)-1H-benzimidazol-2-ylamino]-1-piperidineethanol dihydrochloride, 2.8 parts of a sodium hydride dispersion 50% and 90 parts of N,N-dimethylformamide were added 2.55 parts of 2-(methylsulfonyl)thiazolo-[5,4-b]pyridine. The whole was stirred for 2 hours. The reaction mixture was poured into water. The product was extracted with 4-methyl-2-pentanone. The extract was dried, filtered and evaporated. The residue was purified by column chro... Reaction SMILES: Cl.Cl.[F:3][C:4]1[CH:9]=[CH:8][C:7]([CH2:10][N:11]2[C:15]3[CH:16]=[CH:17][CH:18]=[CH:19][C:14]=3[N:13]=[C:12]2[NH:20][CH:21]2[CH2:26][CH2:25][N:24]([CH2:27][CH2:28][OH:29])[CH2:23][CH2:22]2)=[CH:6][CH:5]=1.[H-].[Na+].CN(C)C=O.CS([C:41]1[S:42][C:43]2[C:48]([N:49]=1)=[CH:47][CH:46]=[CH:45][N:44]=2)(=O)=O>O>[F:3][C:4]1[CH:9]=[CH:8][C:7]([CH2:10][N:11]2[C:15]3[CH:16]=[CH:17][CH:18]=[CH:19][C:14]=3[N:13]=[C:12]2[NH:20][CH:21]2[CH2:26][CH2:25][N:24]([CH2:27][CH2:28][O:29][C:41]3[S:42][C:43]4[C:48]([N:49]=3)=[CH:47][CH:46]=[CH:45][N:44]=4)[CH2:23][CH2:22]2)=[CH:6][CH:5]=1 |f:0.1.2,3.4|. Run at time 2 hour. Run in O (water). Yield: 15.0%. The reactants are Cl.Cl.FC1=CC=C(C=C1)CN1C(=NC2=C1C=CC=C2)NC2CCN(CC2)CCO (4-[1-(4-fluorophenylmethyl)-1H-benzimidazol-2-ylamino]-1-piperidineethanol dihydrochloride), [H-].[Na+] (sodium hydride), CN(C=O)C (N,N-dimethylformamide), CS(=O)(=O)C=1SC2=NC=CC=C2N1 (2-(methylsulfonyl)thiazolo-[5,4-b]pyridine). Yields the product FC1=CC=C(C=C1)CN1C(=NC2=C1C=CC=C2)NC2CCN(CC2)CCOC=2SC1=NC=CC=C1N2 (1-[(4-fluorophenyl)methyl]-N-[1-[2-[(thiazolo[5,4-b]-pyridin-2-yl)oxy]ethyl]-4-piperidinyl]-1H-benzimidazol-2-amine).